This data is from the Open Reaction Database (ORD), a public repository of structured organic reaction records. The task is: describe an organic reaction: reactants, conditions, products, and yield Starting materials: CCOC(C)=O, FC(F)Cl, COc1cc(S)nc(N)n1, [Na+], C1COCCO1, [OH-], O. Product: COc1cc(SC(F)F)nc(N)n1. Reaction SMILES: [CH3:24][CH2:25][O:26][C:27](=[O:28])[CH3:29].[F:1][CH:2]([Cl:3])[F:4].[NH2:5][c:6]1[n:7][c:8]([O:13][CH3:14])[cH:9][c:10]([SH:12])[n:11]1.[Na+:16].[O:18]1[CH2:19][CH2:20][O:21][CH2:22][CH2:23]1.[OH-:15].[OH2:17]>>[F:1][CH:2]([F:4])[S:12][c:10]1[cH:9][c:8]([O:13][CH3:14])[n:7][c:6]([NH2:5])[n:11]1. Reactants: CCN(C(C)C)C(C)C, CNc1ccccc1-c1ccccc1OC, CCOC(C)=O, ClCCl, CC(C)(C(=O)Cl)c1cc(C(F)(F)F)cc(C(F)(F)F)c1. The product is COc1ccccc1-c1ccccc1N(C)C(=O)C(C)(C)c1cc(C(F)(F)F)cc(C(F)(F)F)c1. As a reaction SMILES: [CH2:17]([N:18]([CH:19]([CH3:20])[CH3:21])[CH:22]([CH3:23])[CH3:24])[CH3:25].[CH3:1][O:2][c:3]1[c:4](-[c:9]2[c:10]([NH:15][CH3:16])[cH:11][cH:12][cH:13][cH:14]2)[cH:5][cH:6][cH:7][cH:8]1.[CH3:46][CH2:47][O:48][C:49](=[O:50])[CH3:51].[Cl:52][CH2:53][Cl:54].[F:26][C:27]([c:28]1[cH:29][c:30]([C:38]([C:39](=[O:40])[Cl:41])([CH3:42])[CH3:43])[cH:31][c:32]([C:34]([F:35])([F:36])[F:37])[cH:33]1)([F:44])[F:45]>>[CH3:1][O:2][c:3]1[c:4](-[c:9]2[c:10]([N:15]([CH3:16])[C:39]([C:38]([c:30]3[cH:29][c:28]([C:27]([F:26])([F:44])[F:45])[cH:33][c:32]([C:34]([F:35])([F:36])[F:37])[cH:31]3)([CH3:42])[CH3:43])=[O:40])[cH:11][cH:12][cH:13][cH:14]2)[cH:5][cH:6][cH:7][cH:8]1.